From a dataset of the Open Reaction Database (ORD), a public repository of structured organic reaction records. describe an organic reaction: reactants, conditions, products, and yield Reactants: olefin, hexanes EtOAc, OCCC1=CC2=C(C(OC2)=O)C(=C1)OC (5-(2-hydroxyethyl)-7-methoxy-2-benzofuran-1(3H)-one), CS(=O)(=O)Cl (methanesulfonyl chloride), TEA, C1CCC2=NCCCN2CC1 (DBU), [Cl-].[NH4+] (ammonium chloride). Solvent: O (water), ClCCl (dichloromethane), ClCCl (dichloromethane). Conditions: time 20 minute. Product: COC1=CC(=CC2=C1C(OC2)=O)C=C (7-Methoxy-5-vinyl-2-benzofuran-1(3H)-one). Reaction SMILES: O[CH2:2][CH2:3][C:4]1[CH:13]=[C:12]([O:14][CH3:15])[C:7]2[C:8](=[O:11])[O:9][CH2:10][C:6]=2[CH:5]=1.CS(Cl)(=O)=O.[Cl-].[NH4+].C1CCN2C(=NCCC2)CC1>O.ClCCl>[CH3:15][O:14][C:12]1[C:7]2[C:8](=[O:11])[O:9][CH2:10][C:6]=2[CH:5]=[C:4]([CH:3]=[CH2:2])[CH:13]=1 |f:2.3|. Procedure: A dichloromethane solution of 5-(2-hydroxyethyl)-7-methoxy-2-benzofuran-1(3H)-one was placed cooled to 0° C., and slowly treated with methanesulfonyl chloride (0.11 mL, 1.4 mmol) and TEA (0.2 mL, 1.44 mmol). The resulting mixture was then stirred for 20 min. TLC (hexanes/EtOAc=1/1) indicated completion of the reaction. The mixture was poured into saturated ammonium chloride and extracted with dichloromethane. The combined organics were washed with 1 N HCl, saturated sodium bicarbonate solution, ... The reactants are NC(C(=O)O)(C)C (α-aminoisobutyric acid), N1=CC=CC=C1 (pyridine), Cl.C(CCCCCCCCCCCCCCC)NC1=CC=C(C(=O)Cl)C=C1 (4-(hexadecylamino)benzoyl chloride hydrochloride). The solvent is O (H2O). Reaction conditions: time 18 hour. Yields the product C(CCCCCCCCCCCCCCC)NC1=CC=C(C(=O)NC(C)(C(=O)O)C)C=C1 (N-[4-(hexadecylamino)benzoyl]-2-methylalanine). As a reaction SMILES: [NH2:1][C:2]([CH3:7])([CH3:6])[C:3]([OH:5])=[O:4].N1C=CC=CC=1.Cl.[CH2:15]([NH:31][C:32]1[CH:40]=[CH:39][C:35]([C:36](Cl)=[O:37])=[CH:34][CH:33]=1)[CH2:16][CH2:17][CH2:18][CH2:19][CH2:20][CH2:21][CH2:22][CH2:23][CH2:24][CH2:25][CH2:26][CH2:27][CH2:28][CH2:29][CH3:30]>O>[CH2:15]([NH:31][C:32]1[CH:33]=[CH:34][C:35]([C:36]([NH:1][C:2]([CH3:7])([C:3]([OH:5])=[O:4])[CH3:6])=[O:37])=[CH:39][CH:40]=1)[CH2:16][CH2:17][CH2:18][CH2:19][CH2:20][CH2:21][CH2:22][CH2:23][CH2:24][CH2:25][CH2:26][CH2:27][CH2:28][CH2:29][CH3:30] |f:2.3|. Procedure: A mixture of 5.24 g. of α-aminoisobutyric acid, 50 ml. of pyridine, and 25 ml. of H2O was stirred while 21.1 g. of 4-(hexadecylamino)benzoyl chloride hydrochloride was added. The mixture was stirred for 18 hours at ambient temperature and filtered. The filtrate was evaporated and the residual yellow glass was dissolved in 1 N NaOH solution. The solution was extracted with diethyl ether and then acidified with 6 N HCl. The precipitate was collected, dried, and recrystallized from acetone, melting...